From a dataset of the Open Reaction Database (ORD), a public repository of structured organic reaction records. describe an organic reaction: reactants, conditions, products, and yield Reactants: [Na] (sodium), CC1=C(C(CCC1)(C)C)/C=C/C(=C/C=C/C(=C/C=C/C=C(\C)/C=C/C=C(\C)/C=C/C=C(\C)/C=C/C(=O)C(C)(C)O)/C)/C (2'-dehydroplectaniaxanthin), S(O)(O)(=O)=O (sulphuric acid). Solvent: CO (methanol), C(Cl)Cl (methylene chloride). Run at time 1.5 hour. Yields the product CC1=C(C(CCC1)(C)C)/C=C/C(=C/C=C/C(=C/C=C/C=C(\C)/C=C/C=C(\C)/C=C/C=C(\C)/C=C/[C@H](C(C)(C)O)O)/C)/C (plectaniaxanthin). The yield is 17.4%. Reaction SMILES: [CH3:1][C:2]1[CH2:7][CH2:6][CH2:5][C:4]([CH3:9])([CH3:8])[C:3]=1/[CH:10]=[CH:11]/[C:12](/[CH3:42])=[CH:13]/[CH:14]=[CH:15]/[C:16](/[CH3:41])=[CH:17]/[CH:18]=[CH:19]/[CH:20]=[C:21](/[CH:23]=[CH:24]/[CH:25]=[C:26](/[CH:28]=[CH:29]/[CH:30]=[C:31](/[CH:33]=[CH:34]/[C:35]([C:37]([OH:40])([CH3:39])[CH3:38])=[O:36])\[CH3:32])\[CH3:27])\[CH3:22].[Na].S(=O)(=O)(O)O>C(Cl)Cl.CO>[CH3:1][C:2]1[CH2:7][CH2:6][CH2:5][C:4]([CH3:8])([CH3:9])[C:3]=1/[CH:10]=[CH:11]/[C:12](/[CH3:42])=[CH:13]/[CH:14]=[CH:15]/[C:16](/[CH3:41])=[CH:17]/[CH:18]=[CH:19]/[CH:20]=[C:21](/[CH:23]=[CH:24]/[CH:25]=[C:26](/[CH:28]=[CH:29]/[CH:30]=[C:31](/[CH:33]=[CH:34]/[C@@H:35]([OH:36])[C:37]([OH:40])([CH3:39])[CH3:38])\[CH3:32])\[CH3:27])\[CH3:22] |^1:42|. Reported procedure: 70.0 g (123 mmol) of 2'-dehydroplectaniaxanthin are dissolved in 2000 ml of methylene chloride and 500 ml of methanol. At 16-18° C. 4.70 g (123 mmol) of sodium borohyride are added in portions, and the mixture is stirred for 1.5 hours at room temperature. The resulting solution is then cooled to 10° C., and approx. 150 ml of 1N sulphuric acid are added at such a rate that the temperature is maintained between 10° and 15° C. until a pH between 7 and 8 is obtained. The resulting mixture is then ex... Starting materials: ClC1=C(C(=O)O)C=CC=N1 (2-chloronicotinic acid), N1CCC2=CC=CC=C12 (indoline), S(=O)(Cl)Cl (thionyl chloride), [S-]C#N.[NH4+] (ammonium thiocyanate). The solvent is CC(=O)C (acetone), CN(C)C=O (DMF), CC(=O)C (acetone). Product: N1(CCC2=CC=CC=C12)C=1SC2=C(C(N1)=O)C=CC=N2 (2-(indolin-1-yl)-4H-pyrido[3,2-e]-1,3-thiazin-4-one). Isolated yield 79.4%. RXN SMILES: Cl[C:2]1[N:10]=[CH:9][CH:8]=[CH:7][C:3]=1[C:4]([OH:6])=O.S(Cl)(Cl)=O.[S-:15][C:16]#[N:17].[NH4+].[NH:19]1[C:27]2[C:22](=[CH:23][CH:24]=[CH:25][CH:26]=2)[CH2:21][CH2:20]1>CC(C)=O.CN(C=O)C>[N:19]1([C:16]2[S:15][C:2]3[N:10]=[CH:9][CH:8]=[CH:7][C:3]=3[C:4](=[O:6])[N:17]=2)[C:27]2[C:22](=[CH:23][CH:24]=[CH:25][CH:26]=2)[CH2:21][CH2:20]1 |f:2.3|. Procedure: The reaction procedure of Example 57 was followed except that 1.728 mg (10.97 mmol) of 2-chloronicotinic acid, 15 ml of thionyl chloride, two droplets of DMF, 913 mg of ammonium thiocyanate, 15 ml of acetone, 1.31 g of indoline and 10 ml of acetone were used. As a result, 2.45 g of 2-(indolin-1-yl)-4H-pyrido[3,2-e]-1,3-thiazin-4-one was obtained. The reactants are CN1C2=CC[C@H]3[C@@H]4CC[C@@H]([C@@]4(C)CC[C@@H]3[C@]2(CCC1=O)C)C(=O)O (4-methyl-3-oxo-4-azaandrost-5-ene-17β-carboxylic acid), COC1=CC=C(C=C1)C(C)(C)N (1-(4-methoxyphenyl)-1-methylethylamine). Product: COC1=CC=C(C=C1)C(C)(C)NC(=O)C1[C@]2(C)[C@@H](CC1)[C@@H]1CC=C3N(C(CC[C@]3(C)[C@H]1CC2)=O)C (N-[1-(4-Methoxyphenyl)-1-methylethyl]-4-methyl-3-oxo-4-azaandrost-5-ene-17-carboxamide). Isolated yield 72.0%. RXN SMILES: [CH3:1][N:2]1[C:19](=[O:20])[CH2:18][CH2:17][C@@:16]2([CH3:21])[C:3]1=[CH:4][CH2:5][C@@H:6]1[C@@H:15]2[CH2:14][CH2:13][C@@:11]2([CH3:12])[C@H:7]1[CH2:8][CH2:9][C@@H:10]2[C:22]([OH:24])=O.[CH3:25][O:26][C:27]1[CH:32]=[CH:31][C:30]([C:33]([NH2:36])([CH3:35])[CH3:34])=[CH:29][CH:28]=1>>[CH3:25][O:26][C:27]1[CH:32]=[CH:31][C:30]([C:33]([NH:36][C:22]([CH:10]2[CH2:9][CH2:8][C@H:7]3[C@H:6]4[C@H:15]([CH2:14][CH2:13][C@:11]23[CH3:12])[C@:16]2([CH3:21])[C:3]([N:2]([CH3:1])[C:19](=[O:20])[CH2:18][CH2:17]2)=[CH:4][CH2:5]4)=[O:24])([CH3:34])[CH3:35])=[CH:29][CH:28]=1. Procedure details: The title compound was prepared in a yield of 72% in a similar manner to that described in Example 37 by reacting 4-methyl-3-oxo-4-azaandrost-5-ene-17β-carboxylic acid (prepared as described in Preparation 5) and 1-(4-methoxyphenyl)-1-methylethylamine. Reactants: C12C(C3CC(CC(C1)C3)C2)N (2-adamantanamine), CC1CCOS1(=O)=O (2,4-butane sultone), C(C)#N (acetonitrile). The product is C12(CC3CC(CC(C1)C3)C2)NCCC(C)S(=O)(=O)O (4-(adamantyl)amino-2-butanesulfonic acid). As a reaction SMILES: [CH:1]12[CH2:10][CH:5]3[CH2:6][CH:7]([CH2:9][CH:3]([CH2:4]3)[CH:2]1N)[CH2:8]2.[CH3:12][CH:13]1[S:17](=[O:19])(=[O:18])[O:16][CH2:15][CH2:14]1.C(#[N:22])C>>[C:1]12([NH:22][CH2:15][CH2:14][CH:13]([S:17]([OH:16])(=[O:19])=[O:18])[CH3:12])[CH2:10][CH:5]3[CH2:6][CH:7]([CH2:9][CH:3]([CH2:4]3)[CH2:2]1)[CH2:8]2. Procedure details: To a solution of 2-adamantanamine (1.99 g, 13.1 mmol) in acetonitrile (15 mL) was added 2,4-butane sultone (1.87 g, 13.8 mmol). The solution was stirred at reflux for 2 hours. The reaction was cooled to room temperature. The solid was collected by filtration, washed with acetonitrile (3×25 mL) and dried in vacuo. 1H NMR (DMSO, 500 MHz) δ ppm 8.53 (s (broad), 1H), 3.33 (m, 2H), 2.61 (m, 1H), 2.10 (s, 3H), 1.93 (m, 1H), 1.77 (m, 7H), 1.61 (m, 6H), 1.12 (d, 1H, J=6.8 Hz). 13C (DMSO, 125 MHz) δ ppm ... Reactants: BrC1=C(C=C(C=C1)C)F (4-bromo-3-fluorotoluene), [OH-].[Na+] (sodium hydroxide), [Mn](=O)(=O)(=O)[O-].[K+] (Potassium permanganate). Run in N1=CC=CC=C1 (pyridine), O (water). Yields the product BrC1=C(C=C(C(=O)O)C=C1)F (4-bromo-3-fluorobenzoic acid). Isolated yield 52.4%. Reaction SMILES: [Br:1][C:2]1[CH:7]=[CH:6][C:5]([CH3:8])=[CH:4][C:3]=1[F:9].[OH-:10].[Na+].[Mn]([O-])(=O)(=O)=[O:13].[K+]>N1C=CC=CC=1.O>[Br:1][C:2]1[CH:7]=[CH:6][C:5]([C:8]([OH:13])=[O:10])=[CH:4][C:3]=1[F:9] |f:1.2,3.4|. Procedure details: A solution of 4-bromo-3-fluorotoluene (35 g) and sodium hydroxide (7.7 g) in pyridine and water was stirred and heated to reflux. Potassium permanganate (123 g) was added to the mixture over 2 hours. The resulting suspension was heated at reflux for a further 3 hours. The mixture was filtered hot through hyflo. The hyflo was washed with boiling water, followed by ethyl acetate. The cooled aqueous layer was acidified to pH1 with concentrated hydrochloric acid and extracted with ethyl acetate. The... As a reaction SMILES: [C:1]([CH3:2])([CH3:3])([CH3:4])[c:5]1[cH:6][c:7]([NH:10][C:11]([CH2:12][CH3:13])=[O:14])[n:8][nH:9]1.[CH:20]([Cl:21])([Cl:22])[Cl:23].[S:15]([Cl:16])(=[O:17])([Cl:18])=[O:19]>>[C:1]([CH3:2])([CH3:3])([CH3:4])[c:5]1[c:6]([Cl:18])[c:7]([NH:10][C:11]([CH2:12][CH3:13])=[O:14])[n:8][nH:9]1. The reactants are CCC(=O)Nc1cc(C(C)(C)C)[nH]n1, ClC(Cl)Cl, O=S(=O)(Cl)Cl. The product is CCC(=O)Nc1n[nH]c(C(C)(C)C)c1Cl. Reactants: Cl (hydrochloric acid), FC(CC(C#N)C#N)(C(C(C(F)F)(F)F)(F)F)F (2-(2,2,3,3,4,4,5,5-octafluoropentyl)malononitrile), BrCC=C(C)C (1-bromo-3-methyl-2-butene), C([O-])([O-])=O.[K+].[K+] (potassium carbonate). Run in COCCOC (ethylene glycol dimethyl ether). Conditions: time 7 hour. Product: CC(=CCC(C#N)(C#N)CC(C(C(C(F)F)(F)F)(F)F)(F)F)C (2-(3-methyl-2-butenyl)-2-(2,2,3,3,4,4,5,5-octafluoropentyl)malononitrile). Yield: 28.7%. Reaction SMILES: [F:1][C:2]([F:18])([C:9]([F:17])([F:16])[C:10]([F:15])([F:14])[CH:11]([F:13])[F:12])[CH2:3][CH:4]([C:7]#[N:8])[C:5]#[N:6].Br[CH2:20][CH:21]=[C:22]([CH3:24])[CH3:23].C(=O)([O-])[O-].[K+].[K+].Cl>COCCOC>[CH3:23][C:22]([CH3:24])=[CH:21][CH2:20][C:4]([CH2:3][C:2]([F:18])([F:1])[C:9]([F:16])([F:17])[C:10]([F:14])([F:15])[CH:11]([F:13])[F:12])([C:7]#[N:8])[C:5]#[N:6] |f:2.3.4|. Procedure: 1.4 g of 2-(2,2,3,3,4,4,5,5-octafluoropentyl)malononitrile and 1.1 g of 1-bromo-3-methyl-2-butene were dissolved in 10 ml of ethylene glycol dimethyl ether, 0.97 g of potassium carbonate was added, and the mixture was stirred at room temperature for 7 hours. Thereafter, dilute hydrochloric acid was added to the reaction mixture, followed by extraction with methyl tert-butyl ether. The organic layer was washed successively with water, aqueous saturated sodium hydrogen carbonate and aqueous satura... Starting materials: ClC=1C(=CC2=C(NC(=N2)S(=O)(=O)C)C1)I (6-chloro-5-iodo-2-methanesulfonyl-1H-benzoimidazole), [H-].[Na+] (NaH), C(C1=CC=CC=C1)Br (Benzyl bromide). Solvent: CN(C)C=O (DMF). Reaction conditions: time 10 minute. Yields the product C(C1=CC=CC=C1)N1C(=NC2=C1C=C(C(=C2)I)Cl)S(=O)(=O)C (1-Benzyl-6-chloro-5-iodo-2-methanesulfonyl-1H-benzoimidazole). Reaction SMILES: [Cl:1][C:2]1[C:3]([I:15])=[CH:4][C:5]2[N:9]=[C:8]([S:10]([CH3:13])(=[O:12])=[O:11])[NH:7][C:6]=2[CH:14]=1.[H-].[Na+].[CH2:18](Br)[C:19]1[CH:24]=[CH:23][CH:22]=[CH:21][CH:20]=1>CN(C=O)C>[CH2:18]([N:7]1[C:6]2[CH:14]=[C:2]([Cl:1])[C:3]([I:15])=[CH:4][C:5]=2[N:9]=[C:8]1[S:10]([CH3:13])(=[O:12])=[O:11])[C:19]1[CH:24]=[CH:23][CH:22]=[CH:21][CH:20]=1 |f:1.2|. Reported procedure: To a solution of 6-chloro-5-iodo-2-methanesulfonyl-1H-benzoimidazole (12.1 g, 34 mmol) in DMF (100 ml) at 0° C. was added NaH (60% dispersion in mineral oil, 1.5 g, 38 mmol). After 10 minutes, the mixture was warmed to rt and stirred for 45 minutes. Benzyl bromide (6.4 g, 38 mmol) was then slowly added and the reaction was stirred overnight at rt. The volatiles were then removed by rotary evaporation and the residue was partitioned between EtOAc and half-saturated ammonium chloride solution. The...